This data is from the Open Reaction Database (ORD), a public repository of structured organic reaction records. The task is: describe an organic reaction: reactants, conditions, products, and yield The reactants are O=S(=O)(c1ccc(Cl)nc1)N1CCC2=Cc3c(cnn3-c3ccc(F)cc3)CC2(CN2CCC(O)C2)C1, FC1CCNC1. Product: O=S(=O)(c1ccc(N2CCC(F)C2)nc1)N1CCC2=Cc3c(cnn3-c3ccc(F)cc3)CC2(CN2CCC(O)C2)C1. RXN SMILES: [Cl:1][c:2]1[cH:3][cH:4][c:5]([S:8](=[O:9])(=[O:10])[N:11]2[CH2:12][C:13]3([CH2:31][N:32]4[CH2:33][CH:34]([OH:37])[CH2:35][CH2:36]4)[CH2:14][c:15]4[c:16]([n:21](-[c:24]5[cH:25][cH:26][c:27]([F:30])[cH:28][cH:29]5)[n:22][cH:23]4)[CH:17]=[C:18]3[CH2:19][CH2:20]2)[cH:6][n:7]1.[F:38][CH:39]1[CH2:40][NH:41][CH2:42][CH2:43]1>>[c:2]1([N:41]2[CH2:40][CH:39]([F:38])[CH2:43][CH2:42]2)[cH:3][cH:4][c:5]([S:8](=[O:9])(=[O:10])[N:11]2[CH2:12][C:13]3([CH2:31][N:32]4[CH2:33][CH:34]([OH:37])[CH2:35][CH2:36]4)[CH2:14][c:15]4[c:16]([n:21](-[c:24]5[cH:25][cH:26][c:27]([F:30])[cH:28][cH:29]5)[n:22][cH:23]4)[CH:17]=[C:18]3[CH2:19][CH2:20]2)[cH:6][n:7]1. Starting materials: C(C)OCN1C=NC=2N(C(N(C(C12)=O)CCCCP(OCCCC1=CC=CC=C1)([O-])=O)=O)C (benzylethyl 4-(7-ethoxymethyl-3-methylxanthin-1-yl)-butylphosphonate), N (ammonia). Reagents/catalysts: [Pd] (palladium). Run in C(C)O (ethanol). Product: C(C)OCN1C=NC=2N(C(N(C(C12)=O)CCCCP([O-])([O-])=O)=O)C.C(C)[NH3+].C(C)[NH3+] (Monoethyl ammonium [4-(7-ethoxymethyl-3-methylxanthin-1-yl)butyl]-phosphonate). Reaction SMILES: [CH2:1]([O:3][CH2:4][N:5]1[C:13]2[C:12](=[O:14])[N:11]([CH2:15][CH2:16][CH2:17][CH2:18][P:19](=[O:31])([O-:30])[O:20]CCCC3C=CC=CC=3)[C:10](=[O:32])[N:9]([CH3:33])[C:8]=2[N:7]=[CH:6]1)[CH3:2].N>C(O)C.[Pd]>[CH2:1]([O:3][CH2:4][N:5]1[C:13]2[C:12](=[O:14])[N:11]([CH2:15][CH2:16][CH2:17][CH2:18][P:19](=[O:20])([O-:31])[O-:30])[C:10](=[O:32])[N:9]([CH3:33])[C:8]=2[N:7]=[CH:6]1)[CH3:2].[CH2:13]([NH3+:5])[CH3:8].[CH2:13]([NH3+:5])[CH3:8] |f:4.5.6|. Procedure: 6.3 g (0.013 mol) of benzylethyl 4-(7-ethoxymethyl-3-methylxanthin-1-yl)-butylphosphonate were hydrogenated in 100 ml of ethanol over 0.5 g of palladium (10%) on active carbon at room temperature in the course of 4 hours. The catalyst was filtered off, the filtrate was concentrated under reduced pressure, the solution obtained was treated with methanolic ammonia and the residue which remained after evaporating the solvent was then crystallized from diisopropyl ether.